This data is from the Open Reaction Database (ORD), a public repository of structured organic reaction records. The task is: describe an organic reaction: reactants, conditions, products, and yield The reactants are COCC1=NC(=CC=C1CO)C1=CC=C(C=C1)C(F)(F)F ([2-methoxymethyl-6-(4-trifluoromethyl-phenyl)-pyridin-3-yl]-methanol), 0C, O=S(Cl)Cl (SOCl2). The solvent is C(Cl)Cl (CH2Cl2). Product: ClCC=1C(=NC(=CC1)C1=CC=C(C=C1)C(F)(F)F)COC (3-Chloromethyl-2-methoxymethyl-6-(4-trifluoromethyl-phenyl)-pyridine). Reaction SMILES: [CH3:1][O:2][CH2:3][C:4]1[C:9]([CH2:10]O)=[CH:8][CH:7]=[C:6]([C:12]2[CH:17]=[CH:16][C:15]([C:18]([F:21])([F:20])[F:19])=[CH:14][CH:13]=2)[N:5]=1.O=S(Cl)[Cl:24]>C(Cl)Cl>[Cl:24][CH2:10][C:9]1[C:4]([CH2:3][O:2][CH3:1])=[N:5][C:6]([C:12]2[CH:17]=[CH:16][C:15]([C:18]([F:21])([F:20])[F:19])=[CH:14][CH:13]=2)=[CH:7][CH:8]=1. Reported procedure: 0.311 g (1.046 mmol) of the above prepared [2-methoxymethyl-6-(4-trifluoromethyl-phenyl)-pyridin-3-yl]-methanol was dissolved in 4 ml of CH2Cl2 and treated at 0C. with 0.15 ml (2 eq.) of SOCl2. The reaction mixture was kept at 0° C. for 5 Min. and at ambient temperature for 60 Min. Pouring onto crashed ice/NaHCO3, twofold extraction with AcOEt, washing with water and brine, drying over magnesium sulfate, and evaporation of the solvents produced 0.330 g of pure title compound as colorless oil. The reactants are COC=1C=C(C(=O)NN)C=C(C1OCCCCCC)OC (3,5-dimethoxy-4-hexyloxybenzoic acid hydrazide), C1(=CC=CC=C1)C=C1C(CCCC1)=O (2-phenylmethylenecyclohexan-1-one). Run in C(C)O (ethanol), C(C)O (ethanol). Reaction conditions: time 1 hour. The product is COC=1C=C(C(=O)NN=C2C(CCCC2)=CC2=CC=CC=C2)C=C(C1OCCCCCC)OC (N-(3,5-dimethoxy-4-hexyloxybenzoyl)-N'-[2'-(phenylmethylene)-cyclohexylidene]-hydrazine). Isolated yield 78.2%. Reaction SMILES: [CH3:1][O:2][C:3]1[CH:4]=[C:5]([CH:10]=[C:11]([O:20][CH3:21])[C:12]=1[O:13][CH2:14][CH2:15][CH2:16][CH2:17][CH2:18][CH3:19])[C:6]([NH:8][NH2:9])=[O:7].[C:22]1([CH:28]=[C:29]2[CH2:34][CH2:33][CH2:32][CH2:31][C:30]2=O)[CH:27]=[CH:26][CH:25]=[CH:24][CH:23]=1>C(O)C>[CH3:21][O:20][C:11]1[CH:10]=[C:5]([CH:4]=[C:3]([O:2][CH3:1])[C:12]=1[O:13][CH2:14][CH2:15][CH2:16][CH2:17][CH2:18][CH3:19])[C:6]([NH:8][N:9]=[C:30]1[CH2:31][CH2:32][CH2:33][CH2:34][C:29]1=[CH:28][C:22]1[CH:23]=[CH:24][CH:25]=[CH:26][CH:27]=1)=[O:7]. Procedure: To a solution of 29.6 g (0.1 mole) of 3,5-dimethoxy-4-hexyloxybenzoic acid hydrazide in 110 cm3 of anhydrous ethanol a solution of 18.6 g (0.1 mole) of 2-phenylmethylenecyclohexan-1-one in 50 cm3 of ethanol is added. The reaction mixture is boiled for one hour, cooled and filtered. 36.35 g (78.2%) of the named compound are obtained. M.p.: 158°-160° C.